Dataset: the Open Reaction Database (ORD), a public repository of structured organic reaction records. Task: describe an organic reaction: reactants, conditions, products, and yield The reactants are [O-]C#N.[K+] (potassium cyanate), Br.C(CCC)OC(C(C(=O)OCC)NCCCCCCC(=O)OCC)OCCCC (ethyl 7-((2,2-dibutoxy-1-ethoxycarbonylethyl)amino)heptanoate hydrobromide), Cl (hydrochloric acid). Solvent: O (water), C(C)O (ethanol), ice water. Reaction conditions: temperature 100 celsius, time 22 hour. The product is C(CCC)OC(C1C(NC(N1CCCCCCC(=O)OCC)=O)=O)OCCCC (5-dibutoxymethyl-1-(6-ethoxycarbonylhexyl)hydantoin). Yield: 107.8%. Reaction SMILES: Br.[CH2:2]([O:6][CH:7]([O:26][CH2:27][CH2:28][CH2:29][CH3:30])[CH:8]([NH:14][CH2:15][CH2:16][CH2:17][CH2:18][CH2:19][CH2:20][C:21]([O:23][CH2:24][CH3:25])=[O:22])[C:9]([O:11]CC)=O)[CH2:3][CH2:4][CH3:5].[O-:31][C:32]#[N:33].[K+].Cl>C(O)C.O>[CH2:27]([O:26][CH:7]([O:6][CH2:2][CH2:3][CH2:4][CH3:5])[CH:8]1[N:14]([CH2:15][CH2:16][CH2:17][CH2:18][CH2:19][CH2:20][C:21]([O:23][CH2:24][CH3:25])=[O:22])[C:32](=[O:31])[NH:33][C:9]1=[O:11])[CH2:28][CH2:29][CH3:30] |f:0.1,2.3|. Reported procedure: A mixture of 2-(dibutoxymethyl)glycine ethyl ester (2.0 g) with ethyl 7-bromoheptanoate (1.82 g) was heated under nitrogen in a bath at 100° C. for 3 hours. to give crude ethyl 7-((2,2-dibutoxy-1-ethoxycarbonylethyl)amino)heptanoate hydrobromide. A stirred solution of 3.28 g of this hydrobromide in ethanol (13 ml) was cooled in ice-water and treated with a solution of potassium cyanate (1.34 g) in water (4 ml), followed by 2 N-aqueous hydrochloric acid (3.63 ml); the cooling bath was removed and... The reactants are COC(C1=CC=C(C=C1)C(CC(C)(C)C)OC=1C=NC(=C(C1)C)Cl)=O (4-[1-(6-chloro-5-methyl-pyridin-3-yloxy)-3,3-dimethyl-butyl]-benzoic acid methyl ester), [OH-].[Na+] (sodium hydroxide). Run in CO (methanol). Conditions: time 5 hour. Yields the product ClC1=C(C=C(C=N1)OC(CC(C)(C)C)C1=CC=C(C(=O)O)C=C1)C (4-[1-(6-Chloro-5-methyl-pyridin-3-yloxy)-3,3-dimethyl-butyl]-benzoic acid). Isolated yield 97.9%. As a reaction SMILES: C[O:2][C:3](=[O:25])[C:4]1[CH:9]=[CH:8][C:7]([CH:10]([O:16][C:17]2[CH:18]=[N:19][C:20]([Cl:24])=[C:21]([CH3:23])[CH:22]=2)[CH2:11][C:12]([CH3:15])([CH3:14])[CH3:13])=[CH:6][CH:5]=1.[OH-].[Na+]>CO>[Cl:24][C:20]1[N:19]=[CH:18][C:17]([O:16][CH:10]([C:7]2[CH:6]=[CH:5][C:4]([C:3]([OH:25])=[O:2])=[CH:9][CH:8]=2)[CH2:11][C:12]([CH3:13])([CH3:14])[CH3:15])=[CH:22][C:21]=1[CH3:23] |f:1.2|. Reported procedure: To the solution of 4-[1-(6-chloro-5-methyl-pyridin-3-yloxy)-3,3-dimethyl-butyl]-benzoic acid methyl ester (440 mg) in methanol (30 mL) is added sodium hydroxide (5 N aqueous, 2 mL) and stirred for 5 h. The reaction mixture is concentrated and acidified by 5 N HCl (2 mL), extracted with ethyl acetate. Combined organic layers are washed with water and brine, dried over sodium sulfate. Concentration gives the titled compound (414 mg). Starting materials: C1(CC1)N(C(OC(C)(C)C)=O)CC=1C=C(C=C2C=CC=NC12)CCCO (1,1-dimethylethyl cyclopropyl{[6-(3-hydroxypropyl)-8-quinolinyl]methyl}carbamate), [H-].[Na+] (sodium hydride), IC (iodomethane). The solvent is C1CCOC1 (THF). Run at time 12 hour. Product: C1(CC1)N(C(OC(C)(C)C)=O)CC=1C=C(C=C2C=CC=NC12)CCCOC (1,1-Dimethylethyl cyclopropyl({6-[3-(methyloxy)propyl]-8-quinolinyl}methyl}carbamate). RXN SMILES: [CH:1]1([N:4]([CH2:12][C:13]2[CH:14]=[C:15]([CH2:23][CH2:24][CH2:25][OH:26])[CH:16]=[C:17]3[C:22]=2[N:21]=[CH:20][CH:19]=[CH:18]3)[C:5](=[O:11])[O:6][C:7]([CH3:10])([CH3:9])[CH3:8])[CH2:3][CH2:2]1.[H-].[Na+].I[CH3:30]>C1COCC1>[CH:1]1([N:4]([CH2:12][C:13]2[CH:14]=[C:15]([CH2:23][CH2:24][CH2:25][O:26][CH3:30])[CH:16]=[C:17]3[C:22]=2[N:21]=[CH:20][CH:19]=[CH:18]3)[C:5](=[O:11])[O:6][C:7]([CH3:9])([CH3:10])[CH3:8])[CH2:2][CH2:3]1 |f:1.2|. Reported procedure: To a solution of 1,1-dimethylethyl cyclopropyl{[6-(3-hydroxypropyl)-8-quinolinyl]methyl}carbamate (1 eq.) from the previous step in THF (0.3 M) was added sodium hydride (60% (w/w) dispersion in paraffin oil, 1.2 eq.). The resulting suspension was stirred at RT for 15 min before iodomethane (1.4 eq.) was added. The now yellow solution was stirred at RT for 12 h before the reaction was quenched with the addition of 1 N aq. NaOH. The aqueous layer was separated and back-extracted with ether. The co... Reactants: CCOC(=O)[C@H]1N([C@H]([C@H](C1)C(=C)C)C1=CC(=C(C=C1)OC)OCCCOC)C(=O)OC(C)(C)C ((2S,4R,5R)-4-Isopropenyl-5-[4-methoxy-3-(3-methoxy-propoxy)-phenyl]-pyrrolidine-1,2-dicarboxylic acid 1-tert-butyl ester 2-ethyl ester). The reagents and catalysts are [Pd] (palladium on carbon). Run in C1(=CC=CC=C1)C (toluene). Conditions: time 2 hour. Yields the product CCOC(=O)[C@H]1N([C@H]([C@@H](C1)C(C)C)C1=CC(=C(C=C1)OC)OCCCOC)C(=O)OC(C)(C)C ((2S,4S,5R)-4-Isopropyl-5-[4-methoxy-3-(3-methoxy-propoxy)-phenyl]-pyrrolidine-1,2-dicarboxylic acid 1-tert-butyl ester 2-ethyl ester). Reaction SMILES: [CH3:1][CH2:2][O:3][C:4]([C@@H:6]1[CH2:10][C@H:9]([C:11]([CH3:13])=[CH2:12])[C@H:8]([C:14]2[CH:19]=[CH:18][C:17]([O:20][CH3:21])=[C:16]([O:22][CH2:23][CH2:24][CH2:25][O:26][CH3:27])[CH:15]=2)[N:7]1[C:28]([O:30][C:31]([CH3:34])([CH3:33])[CH3:32])=[O:29])=[O:5]>C1(C)C=CC=CC=1.[Pd]>[CH3:1][CH2:2][O:3][C:4]([C@@H:6]1[CH2:10][C@@H:9]([CH:11]([CH3:13])[CH3:12])[C@H:8]([C:14]2[CH:19]=[CH:18][C:17]([O:20][CH3:21])=[C:16]([O:22][CH2:23][CH2:24][CH2:25][O:26][CH3:27])[CH:15]=2)[N:7]1[C:28]([O:30][C:31]([CH3:34])([CH3:32])[CH3:33])=[O:29])=[O:5]. Reported procedure: A solution of (2S,4R,5R)-4-Isopropenyl-5-[4-methoxy-3-(3-methoxy-propoxy)-phenyl]-pyrrolidine-1,2-dicarboxylic acid 1-tert-butyl ester 2-ethyl ester VIIa (0.3 g) in 10 mL of toluene is treated with 50 mg of 5% palladium on carbon. The suspension is stirred under an atmosphere of hydrogen for 2 hours at room temperature and filtered. The solvent is removed in vacuum to give the desired compound as an oil. The reactants are COC=1C=C2C=CC(=CC2=CC1)S(=O)(=O)N[C@@H](CCCNC(N)=N)C(=O)Cl (N2 (6-methoxy-2-naphthylsulfonyl)-L-arginyl chloride), N#N.COC=1C=C2C=CC(=CC2=CC1)S(=O)(=O)N[C@@H](CCCNC(N)=N)C(=O)O (N2 (6-methoxy-2-naphthylsulfonyl)-L-arginine), C(C)OCC (ethyl ether). The solvent is S(=O)(Cl)Cl (thionyl chloride). Reaction conditions: time 2 hour. The product is N#N.COC=1C=C2C=CC(=CC2=CC1)S(=O)(=O)N[C@@H](CCCNC(N)=N)C(=O)Cl (N2 (6-methoxy-2-naphthylsulfonyl)-L-arginyl chloride). As a reaction SMILES: [CH3:1][O:2][C:3]1[CH:4]=[C:5]2[C:10](=[CH:11][CH:12]=1)[CH:9]=[C:8]([S:13]([NH:16][C@H:17]([C:25]([Cl:27])=[O:26])[CH2:18][CH2:19][CH2:20][NH:21][C:22](=[NH:24])[NH2:23])(=[O:15])=[O:14])[CH:7]=[CH:6]2.[N:28]#[N:29].COC1C=C2C(=CC=1)C=C(S(N[C@H](C(O)=O)CCCNC(=N)N)(=O)=O)C=C2.C(OCC)C>S(Cl)(Cl)=O>[N:28]#[N:29].[CH3:1][O:2][C:3]1[CH:4]=[C:5]2[C:10](=[CH:11][CH:12]=1)[CH:9]=[C:8]([S:13]([NH:16][C@H:17]([C:25]([Cl:27])=[O:26])[CH2:18][CH2:19][CH2:20][NH:21][C:22](=[NH:23])[NH2:24])(=[O:15])=[O:14])[CH:7]=[CH:6]2 |f:1.2,5.6|. Procedure: N2 (6-methoxy-2-naphthylsulfonyl)-L-arginyl chloride. A suspension of 2.5 g of N2 -(6-methoxy-2-naphthylsulfonyl)-L-arginine in 20 ml of thionyl chloride was stirred for 2 hours at room temperature. Addition of cold dry ethyl ether resulted in a precipitate which was collected by filtration and washed several times with dry ethyl ether to give N2 -(6-methoxy-2-naphthylsulfonyl)-L-arginyl chloride. (B) Ethyl 1-[N2 -(6-methoxy-2-naphthylsulfonyl)-L-arginyl]-2-piperidinecarboxylate Product: C(C)(C)(C)C1=CC(=C(C=N1)C=1N([C@]([C@](N1)(C)C1=CC=C(C=C1)Cl)(C)C1=CC=C(C=C1)Cl)C(=O)N1CCC(CC1)CC(=O)N1C(CCC1)C(F)(F)F)OCC (2-{1-[(4S,5R)-2-(6-tert-Butyl-4-ethoxy-pyridin-3-yl)-4,5-bis-(4-chloro-phenyl)-4,5-dimethyl-4,5-dihydro-imidazole-1-carbonyl]-piperidin-4-yl}-1-(2-trifluoromethyl-pyrrolidin-1-yl)-ethanone). Procedure details: In a manner analogous to the method described in example 163, {1-[(4S,5R)-2-(6-tert-butyl-4-ethoxy-pyridin-3-yl)-4,5-bis-(4-chloro-phenyl)-4,5-dimethyl-4,5-dihydro-imidazole-1-carbonyl]-piperidin-4-yl}-acetic acid was reacted with 2-trifluoromethyl-pyrrolidine (Aldrich) to give the title compound. HR-MS (ES, m/z) calculated for C41H49F3Cl2N5O3 [(M+H)+] 786.3159, observed 786.3157. RXN SMILES: [C:1]([C:5]1[N:10]=[CH:9][C:8]([C:11]2[N:12]([C:32]([N:34]3[CH2:39][CH2:38][CH:37]([CH2:40][C:41]([OH:43])=O)[CH2:36][CH2:35]3)=[O:33])[C@@:13]([C:25]3[CH:30]=[CH:29][C:28]([Cl:31])=[CH:27][CH:26]=3)([CH3:24])[C@@:14]([C:17]3[CH:22]=[CH:21][C:20]([Cl:23])=[CH:19][CH:18]=3)([CH3:16])[N:15]=2)=[C:7]([O:44][CH2:45][CH3:46])[CH:6]=1)([CH3:4])([CH3:3])[CH3:2].[F:47][C:48]([F:55])([F:54])[CH:49]1[CH2:53][CH2:52][CH2:51][NH:50]1>>[C:1]([C:5]1[N:10]=[CH:9][C:8]([C:11]2[N:12]([C:32]([N:34]3[CH2:39][CH2:38][CH:37]([CH2:40][C:41]([N:50]4[CH2:51][CH2:52][CH2:53][CH:49]4[C:48]([F:55])([F:54])[F:47])=[O:43])[CH2:36][CH2:35]3)=[O:33])[C@@:13]([C:25]3[CH:30]=[CH:29][C:28]([Cl:31])=[CH:27][CH:26]=3)([CH3:24])[C@@:14]([C:17]3[CH:18]=[CH:19][C:20]([Cl:23])=[CH:21][CH:22]=3)([CH3:16])[N:15]=2)=[C:7]([O:44][CH2:45][CH3:46])[CH:6]=1)([CH3:4])([CH3:3])[CH3:2]. Reactants: C(C)(C)(C)C1=CC(=C(C=N1)C=1N([C@]([C@](N1)(C)C1=CC=C(C=C1)Cl)(C)C1=CC=C(C=C1)Cl)C(=O)N1CCC(CC1)CC(=O)O)OCC ({1-[(4S,5R)-2-(6-tert-butyl-4-ethoxy-pyridin-3-yl)-4,5-bis-(4-chloro-phenyl)-4,5-dimethyl-4,5-dihydro-imidazole-1-carbonyl]-piperidin-4-yl}-acetic acid), FC(C1NCCC1)(F)F (2-trifluoromethyl-pyrrolidine).